describe an organic reaction: reactants, conditions, products, and yield From a dataset of the Open Reaction Database (ORD), a public repository of structured organic reaction records. The reactants are COC(=O)c1ccccc1S(=O)(=O)NC(=O)Nc1nc(C)nc(OC)n1, CCCCC(C)O, Cc1ccccc1, C[Al](C)C. The product is CCCCC(C)OC(=O)c1ccccc1S(=O)(=O)NC(=O)Nc1nc(C)nc(OC)n1. As a reaction SMILES: [CH3:12][O:13][c:14]1[n:15][c:16]([NH:21][C:22](=[O:23])[NH:24][S:25](=[O:26])(=[O:27])[c:28]2[c:29]([C:34](=[O:35])[O:36][CH3:37])[cH:30][cH:31][cH:32][cH:33]2)[n:17][c:18]([CH3:20])[n:19]1.[CH3:1][CH:2]([CH2:3][CH2:4][CH2:5][CH3:6])[OH:7].[CH3:38][c:39]1[cH:40][cH:41][cH:42][cH:43][cH:44]1.[CH3:8][Al:9]([CH3:10])[CH3:11]>>[CH3:1][CH:2]([CH2:3][CH2:4][CH2:5][CH3:6])[O:7][C:34]([c:29]1[c:28]([S:25]([NH:24][C:22]([NH:21][c:16]2[n:15][c:14]([O:13][CH3:12])[n:19][c:18]([CH3:20])[n:17]2)=[O:23])(=[O:26])=[O:27])[cH:33][cH:32][cH:31][cH:30]1)=[O:35]. As a reaction SMILES: C(O[CH:4](OCC)[N:5]1[CH2:9][CH2:8][NH:7][C:6]1=[N:10][N+:11]([O-:13])=[O:12])C.[NH2:17][C:18]1[CH:25]=[CH:24][CH:23]=[CH:22][C:19]=1[C:20]#[N:21].CN1CCN(C)C1=O>Cl[Sn](Cl)(Cl)Cl.CCOCC>[C:20]([C:19]1[CH:22]=[CH:23][CH:24]=[CH:25][C:18]=1[N:17]=[CH:4][N:5]1[CH2:9][CH2:8][NH:7][C:6]1=[N:10][N+:11]([O-:13])=[O:12])#[N:21]. Product: C(#N)C1=C(C=CC=C1)N=CN1C(NCC1)=N[N+](=O)[O-] (1-(2-cyanophenyliminomethyl)-2-nitroimino-imidazolidine). Run at time 10 minute. The yield is 130.4%. Reported procedure: 0.05 g of SnCl4 was added to a mixture of 2.0 g of 1-diethoxymethyl-2-nitroiminoimidazolidine, 1.02 g of o-aminobenzonitrile and 5 ml of 1,3-dimethyl-2-imidazolidinone, followed by agitation at room temperature for 10 minutes. Ether was added to the reaction mixture, and the resultant crystals were collected by filtration and dried to give 2.9 g of 1-(2-cyanophenyliminomethyl)-2-nitroimino-imidazolidine. Reactants: C(C)OC(N1C(NCC1)=N[N+](=O)[O-])OCC (1-diethoxymethyl-2-nitroiminoimidazolidine), NC1=C(C#N)C=CC=C1 (o-aminobenzonitrile), CN1C(N(CC1)C)=O (1,3-dimethyl-2-imidazolidinone). The reagents and catalysts are Cl[Sn](Cl)(Cl)Cl (SnCl4). The solvent is CCOCC (Ether). The reactants are O=C([O-])[O-], C1CCOC1, CC(C)N=C=O, [K+], [K+], CC(C)(C)n1c(-c2cc(O)ccc2-n2cncn2)nc2cc(-c3cnc(N)nc3)ccc21, O. Product: CC(C)NC(=O)Oc1ccc(-n2cncn2)c(-c2nc3cc(-c4cnc(N)nc4)ccc3n2C(C)(C)C)c1. RXN SMILES: [C:33](=[O:34])([O-:35])[O-:36].[CH2:46]1[O:47][CH2:48][CH2:49][CH2:50]1.[CH:39]([CH3:40])([CH3:41])[N:42]=[C:43]=[O:44].[K+:37].[K+:38].[NH2:1][c:2]1[n:3][cH:4][c:5](-[c:8]2[cH:9][c:10]3[c:11]([n:12]([C:27]([CH3:28])([CH3:29])[CH3:30])[c:13](-[c:15]4[cH:16][c:17]([OH:26])[cH:18][cH:19][c:20]4-[n:21]4[n:22][cH:23][n:24][cH:25]4)[n:14]3)[cH:31][cH:32]2)[cH:6][n:7]1.[OH2:45]>>[NH2:1][c:2]1[n:3][cH:4][c:5](-[c:8]2[cH:9][c:10]3[c:11]([n:12]([C:27]([CH3:28])([CH3:29])[CH3:30])[c:13](-[c:15]4[cH:16][c:17]([O:26][C:43]([NH:42][CH:39]([CH3:40])[CH3:41])=[O:44])[cH:18][cH:19][c:20]4-[n:21]4[n:22][cH:23][n:24][cH:25]4)[n:14]3)[cH:31][cH:32]2)[cH:6][n:7]1. Starting materials: N1C=NC=C1 (imidazole), [H-].[Na+] (NaH), ClCCOC=1C=C2CCCC(C2=CC1)=O (6-(β-chloroethoxy)-1-tetralone). The solvent is CN(C)C=O (DMF), CN(C)C=O (DMF). Run at temperature 0 celsius, time 20 minute. Yields the product N1(C=NC=C1)CCOC=1C=C2CCCC(C2=CC1)=O (6-(2-Imidazole-1-yl-ethoxy)-3,4-dihydro-2H-naphthalen-1-one). Yield: 67.5%. RXN SMILES: [H-].[Na+].[NH:3]1[CH:7]=[CH:6][N:5]=[CH:4]1.Cl[CH2:9][CH2:10][O:11][C:12]1[CH:13]=[C:14]2[C:19](=[CH:20][CH:21]=1)[C:18](=[O:22])[CH2:17][CH2:16][CH2:15]2>CN(C=O)C>[N:3]1([CH2:9][CH2:10][O:11][C:12]2[CH:13]=[C:14]3[C:19](=[CH:20][CH:21]=2)[C:18](=[O:22])[CH2:17][CH2:16][CH2:15]3)[CH:7]=[CH:6][N:5]=[CH:4]1 |f:0.1|. Procedure: A suspension of NaH (0.29 g, 7.2 mmol, 60% oil dispersion prewashed with dry hexanes) in 18 mL of dry DMF under a nitrogen flow was cooled to 0° C. and imidazole (0.49 g, 7.2 mmol) was added portionwise. The ice bath was removed and the reaction stirred at room temperature 20 minutes. The reaction was cooled to 0° C. and a solution of 6-(β-chloroethoxy)-1-tetralone (1.07 g, 4.8 mmol) in 12 mL of dry DMF was added over several minutes. The ice bath was removed and the reaction stirred at room tem... As a reaction SMILES: [NH:1]([C:3]1[CH:8]=[C:7]([C:9]#[N:10])[CH:6]=[CH:5][N:4]=1)[NH2:2].[Cl:11][C:12]1[CH:13]=[C:14]([CH2:19][C:20](=O)[CH2:21][C:22](OC)=[O:23])[CH:15]=[C:16]([Cl:18])[CH:17]=1>>[Cl:11][C:12]1[CH:13]=[C:14]([CH2:19][C:20]2[CH:21]=[C:22]([OH:23])[N:1]([C:3]3[CH:8]=[C:7]([C:9]#[N:10])[CH:6]=[CH:5][N:4]=3)[N:2]=2)[CH:15]=[C:16]([Cl:18])[CH:17]=1. Reactants: N(N)C1=NC=CC(=C1)C#N (2-hydrazinylpyridine-4-carbonitrile), ClC=1C=C(C=C(C1)Cl)CC(CC(=O)OC)=O (methyl 4-(3,5-dichlorophenyl)-3-oxobutanoate). Procedure details: The title compound was prepared from 2-hydrazinylpyridine-4-carbonitrile (PREPARATION 2) and methyl 4-(3,5-dichlorophenyl)-3-oxobutanoate according to the procedure for the preparation of Example 158, part A. Yields the product ClC=1C=C(C=C(C1)Cl)CC1=NN(C(=C1)O)C1=NC=CC(=C1)C#N (2-[3-[(3,5-dichlorophenyl)methyl]-5-hydroxypyrazol-1-yl]pyridine-4-carbonitrile). Starting materials: O=[N+]([O-])c1ccc(OCC(F)(F)F)c(Br)c1, CCOC(C)=O. The product is Nc1ccc(OCC(F)(F)F)c(Br)c1. Reaction SMILES: [Br:1][c:2]1[c:3]([O:11][CH2:12][C:13]([F:14])([F:15])[F:16])[cH:4][cH:5][c:6]([N+:8]([O-:9])=[O:10])[cH:7]1.[CH3:17][CH2:18][O:19][C:20]([CH3:21])=[O:22]>>[Br:1][c:2]1[c:3]([O:11][CH2:12][C:13]([F:14])([F:15])[F:16])[cH:4][cH:5][c:6]([NH2:8])[cH:7]1. Starting materials: BrC=1C=CC(=C(C1)NC(OCOC(CCC(=O)OCC1=CC=CC=C1)=O)=O)NC1=CC(=C(C=C1)C(C1=C(C=CC=C1)C)=O)Cl (1-(3-(Benzyloxycarbonyl)propanoyloxy)methyl N-[5-bromo-2-[3-chloro-4-(2-methylbenzoyl)-phenylamino]phenyl]carbamate), BrC=1C=CC(=C(C1)NC(OCOC(CCC(=O)OCC1=CC=CC=C1)=O)=O)NC1=CC(=C(C=C1)C(C1=C(C=CC=C1)C)=O)Cl (1-(3-(Benzyloxycarbonyl)propanoyloxy)methyl N-[5-bromo-2-[3-chloro-4-(2-methylbenzoyl)-phenylamino]phenyl]carbamate). Reagents/catalysts: [Pd] (Pd on carbon). The solvent is O1CCCC1 (tetrahydrofurane). Product: BrC=1C=CC(=C(C1)NC(OCOC(CCC(=O)O)=O)=O)NC1=CC(=C(C=C1)C(C1=C(C=CC=C1)C)=O)Cl (1-(3-carboxypropanoyloxy)methyl N-[5-bromo-2-[3-chloro-4-(2-methylbenzoyl)-phenylamino]phenyl]carbamate). As a reaction SMILES: [Br:1][C:2]1[CH:3]=[CH:4][C:5]([NH:28][C:29]2[CH:34]=[CH:33][C:32]([C:35](=[O:43])[C:36]3[CH:41]=[CH:40][CH:39]=[CH:38][C:37]=3[CH3:42])=[C:31]([Cl:44])[CH:30]=2)=[C:6]([NH:8][C:9](=[O:27])[O:10][CH2:11][O:12][C:13](=[O:26])[CH2:14][CH2:15][C:16]([O:18]CC2C=CC=CC=2)=[O:17])[CH:7]=1>O1CCCC1.[Pd]>[Br:1][C:2]1[CH:3]=[CH:4][C:5]([NH:28][C:29]2[CH:34]=[CH:33][C:32]([C:35](=[O:43])[C:36]3[CH:41]=[CH:40][CH:39]=[CH:38][C:37]=3[CH3:42])=[C:31]([Cl:44])[CH:30]=2)=[C:6]([NH:8][C:9](=[O:27])[O:10][CH2:11][O:12][C:13](=[O:26])[CH2:14][CH2:15][C:16]([OH:18])=[O:17])[CH:7]=1. Procedure details: 1-(3-(Benzyloxycarbonyl)propanoyloxy)methyl N-[5-bromo-2-[3-chloro-4-(2-methylbenzoyl)-phenylamino]phenyl]carbamate (Compound 212) (580 mg, 0.9 mmol) was dissolved in tetrahydrofurane (50 ml), 10% Pd on carbon (200 mg) was added, and the reaction mixture was hydrogenated (1 atm) under vigorously shaken until no more starting material remained, as seen on TLC. The reaction mixture was purified by chromatography using a mixture of methanol/chloroform 1:9 to give the title compound. The reactants are ClC1=CC(=C(C=O)C=C1)F (4-chloro-2-fluorobenzaldehyde), CC1(OC(=O)CC(=O)O1)C (Meldrum's acid), CSCC=1C=CC=C2C=CNC12 (7-[(Methylsulfanyl)methyl]-1H-indole). The reagents and catalysts are N1C(C(=O)O)CCC1 (D,L-proline). Solvent: C(C)#N (acetonitrile). Run at time 8 hour. Yields the product ClC1=CC(=C(C=C1)C(C1C(OC(OC1=O)(C)C)=O)C1=CNC2=C(C=CC=C12)CSC)F (5-[(4-Chloro-2-fluorophenyl){7-[(methylsulfanyl)methyl]-1H-indol-3-yl}methyl]-2,2-dimethyl-1,3-dioxane-4,6-dione). The yield is 92.1%. RXN SMILES: [Cl:1][C:2]1[CH:9]=[CH:8][C:5]([CH:6]=O)=[C:4]([F:10])[CH:3]=1.[CH3:11][C:12]1([CH3:20])[O:19][C:17](=[O:18])[CH2:16][C:14](=[O:15])[O:13]1.[CH3:21][S:22][CH2:23][C:24]1[CH:25]=[CH:26][CH:27]=[C:28]2[C:32]=1[NH:31][CH:30]=[CH:29]2>C(#N)C.N1CCCC1C(O)=O>[Cl:1][C:2]1[CH:9]=[CH:8][C:5]([CH:6]([C:29]2[C:28]3[C:32](=[C:24]([CH2:23][S:22][CH3:21])[CH:25]=[CH:26][CH:27]=3)[NH:31][CH:30]=2)[CH:16]2[C:17](=[O:18])[O:19][C:12]([CH3:20])([CH3:11])[O:13][C:14]2=[O:15])=[C:4]([F:10])[CH:3]=1. Procedure: 1.48 g (9.31 mmol) of 4-chloro-2-fluorobenzaldehyde, 1.34 g (9.31 mmol) of Meldrum's acid and 48.7 mg (0.42 mmol) of D,L-proline were added to a solution of 1.50 g (8.46 mmol) of the compound from Example 8A in 70 ml of acetonitrile. The reaction mixture was stirred at RT overnight. It was concentrated, and the residue was taken up in ethyl acetate, washed with saturated aqueous sodium bicarbonate solution, water and saturated aqueous sodium chloride solution, dried over magnesium sulfate, filte... The reactants are BrCl (bromo-chlorine), C22H22BrClN4O3, BrC=1C=C(C(=O)O)C=CC1C(=O)N1CCCC1 (3-bromo-4-(pyrrolidin-1-ylcarbonyl)benzoic acid), CN(C)C(=[N+](C)C)ON1C2=C(C=CC=C2)N=N1.[B-](F)(F)(F)F (TBTU), C(C)(C)N(CC)C(C)C (diisopropylethylamine), ClC1=CC2=C(NC(=N2)[C@H](COC)N)C=C1 ((1R)-1-(5-chloro-1H-benzimidazol-2-yl)-2-methoxyethylamine). Solvent: ClCCl.CO (dichloromethane methanol), CN(C=O)C (dimethylformamide). Yields the product BrC=1C=C(C(=O)N[C@@H](COC)C2=NC3=C(N2)C=CC(=C3)Cl)C=CC1C(=O)N1CCCC1 (3-bromo-N-[(1R)-1-(5-chloro-1H-benzimidazol-2-yl)-2-methoxyethyl]-4-(pyrrolidin-1-ylcarbonyl)benzamide). Isolated yield 85.0%. As a reaction SMILES: [Br:1][C:2]1[CH:3]=[C:4]([CH:8]=[CH:9][C:10]=1[C:11]([N:13]1[CH2:17][CH2:16][CH2:15][CH2:14]1)=[O:12])[C:5]([OH:7])=O.CN(C(ON1N=NC2C=CC=CC1=2)=[N+](C)C)C.[B-](F)(F)(F)F.C(N(C(C)C)CC)(C)C.[Cl:49][C:50]1[CH:63]=[CH:62][C:53]2[NH:54][C:55]([C@@H:57]([NH2:61])[CH2:58][O:59][CH3:60])=[N:56][C:52]=2[CH:51]=1.BrCl>CN(C)C=O.ClCCl.CO>[Br:1][C:2]1[CH:3]=[C:4]([CH:8]=[CH:9][C:10]=1[C:11]([N:13]1[CH2:17][CH2:16][CH2:15][CH2:14]1)=[O:12])[C:5]([NH:61][C@H:57]([C:55]1[NH:54][C:53]2[CH:62]=[CH:63][C:50]([Cl:49])=[CH:51][C:52]=2[N:56]=1)[CH2:58][O:59][CH3:60])=[O:7] |f:1.2,7.8|. Procedure: Prepared analogously to Example 1g from 3-bromo-4-(pyrrolidin-1-ylcarbonyl)benzoic acid, TBTU, diisopropylethylamine, and (1R)-1-(5-chloro-1H-benzimidazol-2-yl)-2-methoxyethylamine in dimethylformamide. Yield: 85%; Rf value: 0.60 (silica gel; dichloromethane/methanol=95:5); C22H22BrClN4O3 (505.80); mass spectrum: (M+H)+=503/505/507 (bromo-chlorine isotope). The reactants are N[C@H](CC(C)C)C(=O)O (D-Leu), S(O)(O)(=O)=O (sulfuric acid), [Br-].[K+] (potassium bromide), N(=O)[O-].[Na+] (sodium nitrite), 11. Run at temperature 0 celsius. Product: BrC(C(=O)O)CC(C)C (2-Bromo-4-Methyl-Pentanoic Acid). As a reaction SMILES: N[C@@H:2]([C:7]([OH:9])=[O:8])[CH2:3][CH:4]([CH3:6])[CH3:5].S(=O)(=O)(O)O.[Br-:15].[K+].N([O-])=O.[Na+]>>[Br:15][CH:2]([CH2:3][CH:4]([CH3:6])[CH3:5])[C:7]([OH:9])=[O:8] |f:2.3,4.5|. Procedure: A total of 50 g. of D-Leu are taken up in 1200 ml. of 2.5 N sulfuric acid containing 250 g. of potassium bromide. The mixture is cooled to 0° C. and stirred while adding 65.5 g. of sodium nitrite in small portions over a period of 11/2 hours. The solution is stirred for an additional hour at 0° C., and then heated to 25° C. and stirred another hour. The mixture is extracted with ether, the ether layer separated, washed with water, and dried over anhydrous sodium sulfate to give the desired produ...